Dataset: the Open Reaction Database (ORD), a public repository of structured organic reaction records. Task: describe an organic reaction: reactants, conditions, products, and yield Starting materials: CC(C)CCCCCCCO, Cc1ccc(S(=O)(=O)O)cc1, O, C=CC(=O)O, Oc1ccc(O)cc1, Cc1ccccc1C. Product: C=CC(=O)OCCCCCCCC(C)C. RXN SMILES: [CH2:1]([CH2:2][CH2:3][CH2:4][CH2:5][CH2:6][CH2:7][CH:8]([CH3:9])[CH3:10])[OH:11].[CH3:25][c:26]1[cH:27][cH:28][c:29]([S:30]([OH:31])(=[O:32])=[O:33])[cH:34][cH:35]1.[OH2:44].[OH:12][C:13](=[O:14])[CH:15]=[CH2:16].[OH:17][c:18]1[cH:19][cH:20][c:21]([OH:22])[cH:23][cH:24]1.[c:36]1([CH3:37])[c:38]([CH3:39])[cH:40][cH:41][cH:42][cH:43]1>>[CH2:1]([CH2:2][CH2:3][CH2:4][CH2:5][CH2:6][CH2:7][CH:8]([CH3:9])[CH3:10])[O:11][C:13](=[O:12])[CH:15]=[CH2:16]. The reactants are CC1CCNCC1, CCOC(C)=O, N#Cc1ccc(F)cc1. Yields the product CC1CCN(c2ccc(C#N)cc2)CC1. As a reaction SMILES: [CH3:10][CH:11]1[CH2:12][CH2:13][NH:14][CH2:15][CH2:16]1.[CH3:17][CH2:18][O:19][C:20](=[O:21])[CH3:22].[F:1][c:2]1[cH:3][cH:4][c:5]([C:6]#[N:7])[cH:8][cH:9]1>>[c:2]1([N:14]2[CH2:13][CH2:12][CH:11]([CH3:10])[CH2:16][CH2:15]2)[cH:3][cH:4][c:5]([C:6]#[N:7])[cH:8][cH:9]1.